The task is: describe an organic reaction: reactants, conditions, products, and yield. This data is from the Open Reaction Database (ORD), a public repository of structured organic reaction records. The reactants are CC(C)(C)OC(=O)c1ccc(Br)cc1[N+](=O)[O-], CN1CCCC1CO, Cc1ccccc1, P. Product: CN1CCCC1COc1ccc(C(=O)OC(C)(C)C)c([N+](=O)[O-])c1. Reaction SMILES: [C:2]([CH3:3])([CH3:4])([CH3:5])[O:6][C:7]([c:8]1[c:9]([N+:15](=[O:16])[O-:17])[cH:10][c:11]([Br:14])[cH:12][cH:13]1)=[O:18].[CH3:19][N:20]1[CH:21]([CH2:25][OH:26])[CH2:22][CH2:23][CH2:24]1.[CH3:27][c:28]1[cH:29][cH:30][cH:31][cH:32][cH:33]1.[PH3:1]>>[C:2]([CH3:3])([CH3:4])([CH3:5])[O:6][C:7]([c:8]1[c:9]([N+:15](=[O:16])[O-:17])[cH:10][c:11]([O:26][CH2:25][CH:21]2[N:20]([CH3:19])[CH2:24][CH2:23][CH2:22]2)[cH:12][cH:13]1)=[O:18]. Reaction SMILES: [F:1][C:2]1[N:7]=[C:6]([NH:8][NH:9][C:10]([NH2:12])=[O:11])[CH:5]=[CH:4][CH:3]=1.[CH2:13](C(CC)(CC)C([O-])([O-])[O-])[CH3:14]>>[F:1][C:2]1[N:7]=[C:6]([N:8]2[C:13]([CH3:14])=[N:12][C:10]([OH:11])=[N:9]2)[CH:5]=[CH:4][CH:3]=1. Reported procedure: A solution was prepared by admixing 17.02 g (0.10 m) of 2-(6-fluoro-2-pyridinyl)hydrazinecarboxamide with 100 ml of triethylorthoacetate. The mixture was refluxed overnight and the reaction mixture cooled to room temperature and poured over ice water. The solids which precipitated out were recovered by filtration. The solids were washed with methylene chloride and dried under vacuum to yield 11.4 g (58.7 percent of theoretical) of the desired 1-(6-fluoro-2-pyridinyl)-5-methyl-1H-1,2,4-triazol-3-... Yield: 58.7%. Reactants: FC1=CC=CC(=N1)NNC(=O)N (2-(6-fluoro-2-pyridinyl)hydrazinecarboxamide), ice water, C(C)C(C([O-])([O-])[O-])(CC)CC (triethylorthoacetate). The product is FC1=CC=CC(=N1)N1N=C(N=C1C)O (1-(6-fluoro-2-pyridinyl)-5-methyl-1H-1,2,4-triazol-3-ol). The solvent is C(Cl)Cl (CH2Cl2). The yield is 20.0%. Starting materials: [Br-].[K+] (potassium bromide), C1(=CC=CC=C1)C1=NN=C(O1)C1=NC2=C3N=C(C=CC3=CC=C2C=C1)C=1OC(=NN1)C1=CC=CC=C1 (2,9-bis-(5-phenyl-[1,3,4]oxadiazol-2-yl)-[1,10]phenanthroline), S(O)(O)(=O)=O (sulfuric acid), [OH-].[Na+] (NaOH), [N+](=O)(O)[O-] (HNO3), O (water). Procedure: To a 100 ml one-necked flask was added a mixture of 4 g (0.008 mol) 2,9-bis-(5-phenyl-[1,3,4]oxadiazol-2-yl)-[1,10]phenanthroline and 15.3 ml sulfuric acid (concentrate). The mixture was subsequently iced and 15.3 ml HNO3 was added into the iced mixture drop by drop. Next, 1.5 g (0.013 mol) potassium bromide was added to the iced mixture, and then the mixture solution was heated to 40° C. and stirred overnight. After completion of reaction, as shown in Scheme 3, the reaction mixture was placed i... Conditions: temperature 40 celsius, time 8 hour. Product: C1(=CC=CC=C1)C1=NN=C(O1)C1=NC=2C3=NC(=CC=C3C(C(C2C=C1)=O)=O)C=1OC(=NN1)C1=CC=CC=C1 (2,9-bis-(5-phenyl-[1,3,4]oxadiazol-2-yl)-[1,10]phenanthroline-5,6-dione). Reaction SMILES: [C:1]1([C:7]2[O:11][C:10]([C:12]3[CH:25]=[CH:24][C:23]4[C:14](=[C:15]5[C:20](=[CH:21][CH:22]=4)[CH:19]=[CH:18][C:17]([C:26]4[O:27][C:28]([C:31]6[CH:36]=[CH:35][CH:34]=[CH:33][CH:32]=6)=[N:29][N:30]=4)=[N:16]5)[N:13]=3)=[N:9][N:8]=2)[CH:6]=[CH:5][CH:4]=[CH:3][CH:2]=1.S(=O)(=O)(O)O.[N+]([O-])(O)=O.[Br-].[K+].[OH-:48].[Na+].[OH2:50]>C(Cl)Cl>[C:31]1([C:28]2[O:27][C:26]([C:17]3[CH:18]=[CH:19][C:20]4[C:21](=[O:48])[C:22](=[O:50])[C:23]5[C:14](=[N:13][C:12]([C:10]6[O:11][C:7]([C:1]7[CH:2]=[CH:3][CH:4]=[CH:5][CH:6]=7)=[N:8][N:9]=6)=[CH:25][CH:24]=5)[C:15]=4[N:16]=3)=[N:30][N:29]=2)[CH:32]=[CH:33][CH:34]=[CH:35][CH:36]=1 |f:3.4,5.6|. Starting materials: NC1=C(SC(=C1)SC)C(=O)OCC (ethyl 3-amino-5-(methylthio)-thiophene-2-carboxylate), C(=O)N (formamide). Reaction conditions: temperature 155 celsius, time 6 hour. Yields the product CSC1=CC=2N=CNC(C2S1)=O (6-(Methylthio)thieno[3,2-d]pyrimidin-4(3H)-one). Yield: 61.0%. Reaction SMILES: [NH2:1][C:2]1[CH:6]=[C:5]([S:7][CH3:8])[S:4][C:3]=1[C:9]([O:11]CC)=O.[CH:14]([NH2:16])=O>>[CH3:8][S:7][C:5]1[S:4][C:3]2[C:9](=[O:11])[NH:16][CH:14]=[N:1][C:2]=2[CH:6]=1. Reported procedure: A mixture of ethyl 3-amino-5-(methylthio)-thiophene-2-carboxylate (2 g) and formamide (20 mL) was stirred at 150-160° C. for 6 h. The reaction mixture was allowed to rt and poured into ice cold water. The solution was stirred for 15 min. and the precipitated solid was filtered, washed with ice cold water and dried to give the product as a light brown color solid (1.2 g, 61%), mp 216-218° C. 1H NMR (400 MHz, DMSO-d6): δ 12.45 (1H, s), 8.11 (1H, s), 7.26 (1H, s), 2.68 (3H, s); LC-MS (negative ion ...